From a dataset of the Open Reaction Database (ORD), a public repository of structured organic reaction records. describe an organic reaction: reactants, conditions, products, and yield Starting materials: O=Cc1cc(Cl)ccc1Cl, Fc1ccc(F)c(S)c1, [Na+], [OH-], O. Product: O=Cc1cc(Cl)ccc1Sc1cc(F)ccc1F. Reaction SMILES: [Cl:12][c:13]1[c:14]([CH:15]=[O:16])[cH:17][c:18]([Cl:21])[cH:19][cH:20]1.[F:1][c:2]1[c:3]([SH:9])[cH:4][c:5]([F:8])[cH:6][cH:7]1.[Na+:11].[OH-:10].[OH2:22]>>[F:1][c:2]1[c:3]([S:9][c:13]2[c:14]([CH:15]=[O:16])[cH:17][c:18]([Cl:21])[cH:19][cH:20]2)[cH:4][c:5]([F:8])[cH:6][cH:7]1. Starting materials: C(=O)(OC(C)(C)C)C(C(=O)O)(CCCC1(CCCCC1)CC(=O)OCC1=CC=CC=C1)N (2-Boc-amino-5-[(1-carbobenzoxymethyl)cyclohexyl]pentanoic acid), [N+](=[N-])=C (diazomethane). Solvent: C(Cl)Cl (methylene chloride). Yields the product C(=O)(OC(C)(C)C)C(C(=O)OC)(CCCC1(CCCCC1)CC(=O)O)N (Methyl 2 -Boc-amino-5-[(1-carboxymethyl)cyclohexyl]pentanoate). Reaction SMILES: [C:1]([C:8]([NH2:32])([CH2:12][CH2:13][CH2:14][C:15]1([CH2:21][C:22]([O:24]CC2C=CC=CC=2)=[O:23])[CH2:20][CH2:19][CH2:18][CH2:17][CH2:16]1)[C:9]([OH:11])=[O:10])([O:3][C:4]([CH3:7])([CH3:6])[CH3:5])=[O:2].[N+](=[CH2:35])=[N-]>C(Cl)Cl>[C:1]([C:8]([NH2:32])([CH2:12][CH2:13][CH2:14][C:15]1([CH2:21][C:22]([OH:24])=[O:23])[CH2:16][CH2:17][CH2:18][CH2:19][CH2:20]1)[C:9]([O:11][CH3:35])=[O:10])([O:3][C:4]([CH3:6])([CH3:5])[CH3:7])=[O:2]. Procedure details: The Boc-benzyl ester (J) (4 mmol) is dissolved in methylene chloride and treated with excess ethereal diazomethane at room temperature. The residual diazomethane is quenched with acetic acid and the solution is evaporated at reduced pressure. The crude diester is dissolved in methanol and hydrogenated over 10% palladium-on-carbon to give, after flash chromatography (silica gel), the titled compound. The reactants are C(=O)(OC(C)(C)C)N1CCC(CC1)=O (1-Boc-4-piperidone), N1CCCC1 (pyrrolidine), N1CCC2(CC1)OC1=C(C=C2)C=CC=C1 (spiro[2H-1-benzopyran-2,4′-piperidine]), OC1=C(C=CC=C1)C(C)=O (2′-hydroxyacetophenone). The solvent is CO (methanol). The product is C(=O)(OC(C)(C)C)N1CCC2(CC1)OC1=C(C(C2)=O)C=CC=C1 (N-Boc-spiro[2H-1-benzopyran-2,4′-piperidine]-4(3H)-one). Reaction SMILES: N1CCC2(C=CC3C=CC=CC=3O2)CC1.[OH:16][C:17]1[CH:22]=[CH:21][CH:20]=[CH:19][C:18]=1[C:23](=[O:25])[CH3:24].[C:26]([N:33]1[CH2:38][CH2:37][C:36](=O)[CH2:35][CH2:34]1)([O:28][C:29]([CH3:32])([CH3:31])[CH3:30])=[O:27].N1CCCC1>CO>[C:26]([N:33]1[CH2:34][CH2:35][C:36]2([CH2:24][C:23](=[O:25])[C:18]3[CH:19]=[CH:20][CH:21]=[CH:22][C:17]=3[O:16]2)[CH2:37][CH2:38]1)([O:28][C:29]([CH3:32])([CH3:31])[CH3:30])=[O:27]. Reported procedure: The compounds prepared in Examples Z1-Z14 and depicted in Table Z1 were prepared according to the Schemes Z1-Z6. The preparation of spiro[2H-1-benzopyran-2,4′-piperidine] derivatives 15 (Example Z1), 16 (Example Z2) and 18 (Example Z3) is outlined in Scheme Z1. The 2′-hydroxyacetophenone derivatives 1, 2 and 3 (commercially available from Aldrich Chemical Company) were condensed with 1-Boc-4-piperidone 4 in methanol in the presence of pyrrolidine to provide N-Boc-spiro[2H-1-benzopyran-2,4′-piper... Starting materials: FC(C(=O)O)(F)F.FC(C(=O)O)(F)F.FC(C(=O)O)(F)F.ClC=1C=NC=2NC=3C=NC=C(CCC4=C(C=CC(NC1N2)=C4)NC(CC4CNCC4)=O)C3 (N-[6-chloro-2,4,8,18,22-pentaazatetracyclo[14.3.1.1(3,7).1(9,13)]docosa-1(20),3(22),4,6,9(21),10,12,16,18-nonaen-12-yl]-2-pyrrolidin-3-ylacetamide tris(trifluoroacetate)), C1(=CC=CC=C1)N=C=O (phenyl isocyanate). Product: FC(C(=O)O)(F)F.FC(C(=O)O)(F)F.ClC=1C=NC=2NC=3C=NC=C(CCC4=C(C=CC(NC1N2)=C4)NC(CC4CN(CC4)C(=O)NC4=CC=CC=C4)=O)C3 (3-(2-{[6-Chloro-2,4,8,18,22-pentaazatetracyclo[14.3.1.1(3,7).1(9,13)]docosa-1(20),3(22),4,6,9(21),10,12,16,18-nonaen-12-yl]amino}-2-oxoethyl)-N-phenylpyrrolidine-1-carboxamide bis(trifluoroacetate)). Isolated yield 44.0%. As a reaction SMILES: [F:1][C:2]([F:7])([F:6])[C:3]([OH:5])=[O:4].[F:8][C:9]([F:14])([F:13])[C:10]([OH:12])=[O:11].FC(F)(F)C(O)=O.[Cl:22][C:23]1[CH:24]=[N:25][C:26]2[NH:27][C:28]3[CH:29]=[N:30][CH:31]=[C:32]([CH:53]=3)[CH2:33][CH2:34][C:35]3[CH:43]=[C:39]([NH:40][C:41]=1[N:42]=2)[CH:38]=[CH:37][C:36]=3[NH:44][C:45](=[O:52])[CH2:46][CH:47]1[CH2:51][CH2:50][NH:49][CH2:48]1.[C:54]1([N:60]=[C:61]=[O:62])[CH:59]=[CH:58][CH:57]=[CH:56][CH:55]=1>>[F:1][C:2]([F:7])([F:6])[C:3]([OH:5])=[O:4].[F:8][C:9]([F:14])([F:13])[C:10]([OH:12])=[O:11].[Cl:22][C:23]1[CH:24]=[N:25][C:26]2[NH:27][C:28]3[CH:29]=[N:30][CH:31]=[C:32]([CH:53]=3)[CH2:33][CH2:34][C:35]3[CH:43]=[C:39]([NH:40][C:41]=1[N:42]=2)[CH:38]=[CH:37][C:36]=3[NH:44][C:45](=[O:52])[CH2:46][CH:47]1[CH2:51][CH2:50][N:49]([C:61]([NH:60][C:54]2[CH:59]=[CH:58][CH:57]=[CH:56][CH:55]=2)=[O:62])[CH2:48]1 |f:0.1.2.3,5.6.7|. Procedure: The desired compound was prepared according to the procedure of Example A9, step H using N-[6-chloro-2,4,8,18,22-pentaazatetracyclo[14.3.1.1(3,7).1(9,13)]docosa-1(20),3(22),4,6,9(21),10,12,16,18-nonaen-12-yl]-2-pyrrolidin-3-ylacetamide tris(trifluoroacetate) and phenyl isocyanate as starting materials in 44% yield. 1H NMR (300 MHz, DMSO-d6): δ 10.08 (s, 1H), 9.42 (m, 2H), 9.07 (s, 1H), 8.32 (m, 2H), 8.21 (s, 1H), 8.13 (s, 1H), 7.68 (s, 1H), 7.50 (d, 2H), 7.31 (d, 1H), 7.20 (m, 2H), 7.07 (d, 1H),... The reactants are COC1=CC(=C(C=C1[N+](=O)[O-])[N+](=O)[O-])OC (1,3-dimethoxy-4,6-dinitrobenzene), Cl (hydrochloric acid). Solvent: CN1C(CCC1)=O (N-methylpyrrolidinone). Conditions: temperature 130 celsius. The product is [N+](=O)([O-])C1=C(C=C(O)C(=C1)[N+](=O)[O-])O (4,6-dinitroresorcinol). The yield is 47.5%. RXN SMILES: C[O:2][C:3]1[C:8]([N+:9]([O-:11])=[O:10])=[CH:7][C:6]([N+:12]([O-:14])=[O:13])=[C:5]([O:15]C)[CH:4]=1.Cl>CN1CCCC1=O>[N+:9]([C:8]1[CH:7]=[C:6]([N+:12]([O-:14])=[O:13])[C:5]([OH:15])=[CH:4][C:3]=1[OH:2])([O-:11])=[O:10]. Reported procedure: A 100 mL, 3-necked, round-bottom flask is charged with 30 mL of N-methylpyrrolidinone, 2.6 g (0.02 mole) of 1,3-dimethoxy-4,6-dinitrobenzene. The resulting solution is heated to 130° C. for two to three hours. The reaction mixture is then cooled and poured into an excess of dilute hydrochloric acid. The resulting solid is isolated by filtration to yield 1.9 g (95% yield) of 4,6-dinitroresorcinol.